Dataset: the Open Reaction Database (ORD), a public repository of structured organic reaction records. Task: describe an organic reaction: reactants, conditions, products, and yield Reactants: material, FC1=C(C=CC=C1)OC (2-fluoroanisole), O (water), [N+](=O)(O)[O-] (nitric acid). Solvent: C(C)(=O)OC(C)=O (acetic anhydride). Run at time 15 hour. The product is FC1=C(C=CC(=C1)[N+](=O)[O-])OC (2-Fluoro-4-nitroanisole). RXN SMILES: [F:1][C:2]1[CH:7]=[CH:6][CH:5]=[CH:4][C:3]=1[O:8][CH3:9].[N+:10]([O-])([OH:12])=[O:11].O>C(OC(=O)C)(=O)C>[F:1][C:2]1[CH:7]=[C:6]([N+:10]([O-:12])=[O:11])[CH:5]=[CH:4][C:3]=1[O:8][CH3:9]. Procedure: To a cold (-2°), stirred solution of 285 g. (2.26 mol) of 2-fluoroanisole in 1.1 L of acetic anhydride was added, dropwise, 114 mL of fuming nitric acid (sp. gr. 1.59) at such a rate that the reaction temperature remained between -2° and 0°. The reaction mixture was stirred for 5 hours at this temperature then poured into 4.0 L of water. The suspension was stirred for 1.5 hours, stored for 15 hours, then extracted with methylene chloride (2×1.0 L). The combined extracts were washed with water (2... Starting materials: BrB(Br)Br, COc1cc(Oc2ccccc2)ccc1Br, ClCCl. The product is Oc1cc(Oc2ccccc2)ccc1Br. Reaction SMILES: [B:17]([Br:18])([Br:19])[Br:20].[Br:1][c:2]1[c:3]([O:15][CH3:16])[cH:4][c:5]([O:8][c:9]2[cH:10][cH:11][cH:12][cH:13][cH:14]2)[cH:6][cH:7]1.[Cl:21][CH2:22][Cl:23]>>[Br:1][c:2]1[c:3]([OH:15])[cH:4][c:5]([O:8][c:9]2[cH:10][cH:11][cH:12][cH:13][cH:14]2)[cH:6][cH:7]1. Reactants: C(C)(C)C1=CC=C(C=C1)S(=O)(=O)N1C=C(C2=CC=CC=C12)CCl (1-(4-isopropylbenzenesulfonyl)-3-chloromethyl-1H-indole), N1CCNCCC1 (homopiperazine). Product: C(C)(C)C1=CC=C(C=C1)S(=O)(=O)N1C=C(C2=CC=CC=C12)CN1CCNCCC1 (1-[[1-(4-Isopropylbenzenesulfonyl)-indol-3-yl]methyl][1,4]diazepane). As a reaction SMILES: [CH:1]([C:4]1[CH:9]=[CH:8][C:7]([S:10]([N:13]2[C:21]3[C:16](=[CH:17][CH:18]=[CH:19][CH:20]=3)[C:15]([CH2:22]Cl)=[CH:14]2)(=[O:12])=[O:11])=[CH:6][CH:5]=1)([CH3:3])[CH3:2].[NH:24]1[CH2:30][CH2:29][CH2:28][NH:27][CH2:26][CH2:25]1>>[CH:1]([C:4]1[CH:9]=[CH:8][C:7]([S:10]([N:13]2[C:21]3[C:16](=[CH:17][CH:18]=[CH:19][CH:20]=3)[C:15]([CH2:22][N:24]3[CH2:30][CH2:29][CH2:28][NH:27][CH2:26][CH2:25]3)=[CH:14]2)(=[O:12])=[O:11])=[CH:6][CH:5]=1)([CH3:3])[CH3:2]. Procedure: Using essentially the same procedure as described in example 127, 1-(4-isopropylbenzenesulfonyl)-3-chloromethyl-1H-indole was reacted with homopiperazine to obtain the above derivative.